The task is: describe an organic reaction: reactants, conditions, products, and yield. This data is from the Open Reaction Database (ORD), a public repository of structured organic reaction records. The reactants are C(C)NCC (diethylamine), ClC1=CC=C(C=C1)C\C=C\CCl ((E)-1-chloro-4-(4-chloro-2-butenyl)benzene), ClC1=CC=C(C=C1)CC(C=C)Cl (1-chloro-4-(2-chloro-3-butenyl)benzene). Run in Cl (HCl). Run at time 8 hour. Yields the product ClC1=CC=C(C=C1)C/C=C/CN(CC)CC ((E)-4-(4-Chlorophenyl)-N,N-diethyl-2-buten-1-amine). RXN SMILES: [CH2:1]([NH:3][CH2:4][CH3:5])[CH3:2].[Cl:6][C:7]1[CH:12]=[CH:11][C:10]([CH2:13]/[CH:14]=[CH:15]/[CH2:16]Cl)=[CH:9][CH:8]=1.ClC1C=CC(CC(Cl)C=C)=CC=1>Cl>[Cl:6][C:7]1[CH:12]=[CH:11][C:10]([CH2:13]/[CH:14]=[CH:15]/[CH2:16][N:3]([CH2:4][CH3:5])[CH2:1][CH3:2])=[CH:9][CH:8]=1. Reported procedure: Add 30 ml diethylamine to 10.0 g (0.05 mole) of a 7:3 mixture of (E)-1-chloro-4-(4-chloro-2-butenyl)benzene and 1-chloro-4-(2-chloro-3-butenyl)benzene and stir at room temperature overnight. Dissolve reaction mixture in 100 ml 1N HCl and wash with 50 ml ethyl acetate. Extract ethyl acetate layer with 50 ml 1N HCl. Combine aqueous layers and add cold 4N NaOH until solution has pH=9. Extract aqueous phase with 5×60 ml Et2O. Dry ethereal extracts over Na2SO4 and then filter. Evaporate solvent to pr... The reactants are C[SiH](C)OC1=CC(C(C)(C)C)CC1=O, CO, [Na+], [OH-], OO. Product: C[SiH](C)OC12OC1C(C(C)(C)C)CC2=O. As a reaction SMILES: [C:1]([CH3:2])([CH3:3])([CH3:4])[CH:5]1[CH:6]=[C:7]([O:11][SiH:12]([CH3:13])[CH3:14])[C:8](=[O:10])[CH2:9]1.[CH3:19][OH:20].[Na+:18].[OH-:17].[OH:15][OH:16]>>[C:1]([CH3:2])([CH3:3])([CH3:4])[CH:5]1[CH:6]2[C:7]([O:11][SiH:12]([CH3:13])[CH3:14])([C:8](=[O:10])[CH2:9]1)[O:15]2.